This data is from the Open Reaction Database (ORD), a public repository of structured organic reaction records. The task is: describe an organic reaction: reactants, conditions, products, and yield Starting materials: NC=1OC2=C(C(C1C#N)=O)C=CC=C2 (2-amino-4-oxo-4H-1-benzopyran-3-carbonitrile), S(O)(O)(=O)=O (sulfuric acid). Solvent: O (water). Yields the product NC=1OC2=C(C(C1C(=O)N)=O)C=CC=C2 (2-amino-4-oxo-4H-1-benzopyran-3-carboxamide). RXN SMILES: [NH2:1][C:2]1[O:3][C:4]2[CH:14]=[CH:13][CH:12]=[CH:11][C:5]=2[C:6](=[O:10])[C:7]=1[C:8]#[N:9].S(=O)(=O)(O)[OH:16]>O>[NH2:1][C:2]1[O:3][C:4]2[CH:14]=[CH:13][CH:12]=[CH:11][C:5]=2[C:6](=[O:10])[C:7]=1[C:8]([NH2:9])=[O:16]. Reported procedure: -- A mixture of 1.5 g of 2-amino-4-oxo-4H-1-benzopyran-3-carbonitrile and 7 ml of 80% sulfuric acid is heated for 1 hour on the steam bath. The mixture is cooled, poured into water, and the solid filtered and recrystallized from ethanol, mp 264°-6°C. The reactants are ClCCl, O=C(Cl)c1cccc(CCl)c1, [NH4+], [OH-]. Product: NC(=O)c1cccc(CCl)c1. As a reaction SMILES: [Cl:14][CH2:15][Cl:16].[Cl:1][CH2:2][c:3]1[cH:4][c:5]([C:6](=[O:7])[Cl:8])[cH:9][cH:10][cH:11]1.[NH4+:13].[OH-:12]>>[Cl:1][CH2:2][c:3]1[cH:4][c:5]([C:6](=[O:7])[NH2:13])[cH:9][cH:10][cH:11]1. The reactants are FC(C)(F)C1=NN2C(N=C(C=C2O)C)=N1 (2-(1,1-difluoroethyl)-5-methyl[1,2,4]triazolo[1,5-a]pyrimidin-7-ol), P(=O)(Cl)(Cl)Cl (phosphorus oxychloride). Product: ClC1=CC(=NC=2N1N=C(N2)C(C)(F)F)C (7-chloro-2-(1,1-difluoroethyl)-5-methyl[1,2,4]triazolo[1,5-a]pyrimidine). Reaction SMILES: [F:1][C:2]([C:5]1[N:15]=[C:8]2[N:9]=[C:10]([CH3:14])[CH:11]=[C:12](O)[N:7]2[N:6]=1)([F:4])[CH3:3].P(Cl)(Cl)([Cl:18])=O>>[Cl:18][C:12]1[N:7]2[N:6]=[C:5]([C:2]([F:4])([F:1])[CH3:3])[N:15]=[C:8]2[N:9]=[C:10]([CH3:14])[CH:11]=1. Procedure details: This intermediate was synthesized by suspending Intermediate 2 in phosphorus oxychloride (ALDRICH, 21.98 ml, 236 mmol) was heating the mixture under reflux for 2 h, the starting material dissolved meanwhile. An aliquot of the reaction was partitioned between NaCO3 10% aq. (1 mL) and DCM (1 mL) and the organic phase was checked by TLC (Hexane/AcOEt 6/4) showing the reaction was complete. The reaction mixture was slowly added to a mixture of water and ice. The solution was neutralized with 10% aq.... The reactants are O (water), C1(CCCCC1)C1C(C2=C(C=CC=C2C1)Cl)=O (2-cyclohexyl-7-chloro-1-indanone), O (water), C1(=CC=CC=C1)B(O)O (phenylboronic acid), C([O-])([O-])=O.[Na+].[Na+] (sodium carbonate). Reagents/catalysts: C(C)(=O)[O-].[Pd+2].C(C)(=O)[O-] (palladium acetate). Solvent: C(CO)O (ethylene glycol). Reaction conditions: temperature 125 celsius, time 2 hour. Yields the product C1(CCCCC1)C1C(C2=C(C=CC=C2C1)C1=CC=CC=C1)=O (2-cyclohexyl-7-phenyl-1-indanone). Yield: 90.8%. Reaction SMILES: [CH:1]1([CH:7]2[CH2:15][C:14]3[C:9](=[C:10](Cl)[CH:11]=[CH:12][CH:13]=3)[C:8]2=[O:17])[CH2:6][CH2:5][CH2:4][CH2:3][CH2:2]1.[C:18]1(B(O)O)[CH:23]=[CH:22][CH:21]=[CH:20][CH:19]=1.C(=O)([O-])[O-].[Na+].[Na+].O>C(O)CO.C([O-])(=O)C.[Pd+2].C([O-])(=O)C>[CH:1]1([CH:7]2[CH2:15][C:14]3[C:9](=[C:10]([C:18]4[CH:23]=[CH:22][CH:21]=[CH:20][CH:19]=4)[CH:11]=[CH:12][CH:13]=3)[C:8]2=[O:17])[CH2:6][CH2:5][CH2:4][CH2:3][CH2:2]1 |f:2.3.4,7.8.9|. Procedure details: Using a method similar to Example 16 d), 2.73 g (0.011 mol) of 2-cyclohexyl-7-chloro-1-indanone, 1.59 g (0.013 mol) of phenylboronic acid and 2.6 g (24.6 mmol) of sodium carbonate were placed in 55 ml of ethylene glycol/5 ml of water in the reaction vessel, the mixture was degassed a number of times and saturated with argon. After addition of 18 mg (0.09 mmol) of palladium acetate and 0.15 g (0.27 mmol) of TMSPP, the reaction mixture was stirred for 2 hours at 125° C. After addition of 60 ml of ... The reactants are CCOC(=O)COc1cc(OCCCCCOc2ccc(C#N)cc2)ccc1C(=O)N(C(C)C)C(C)C, CC[O-], CCO, Cl, NO, [Na+]. Product: CCOC(=O)COc1cc(OCCCCCOc2ccc(C(N)=NO)cc2)ccc1C(=O)N(C(C)C)C(C)C. As a reaction SMILES: [C:1](#[N:2])[c:3]1[cH:4][cH:5][c:6]([O:7][CH2:8][CH2:9][CH2:10][CH2:11][CH2:12][O:13][c:14]2[cH:15][cH:16][c:17]([C:27](=[O:28])[N:29]([CH:30]([CH3:31])[CH3:32])[CH:33]([CH3:34])[CH3:35])[c:18]([O:19][CH2:20][C:21](=[O:22])[O:23][CH2:24][CH3:25])[cH:26]2)[cH:36][cH:37]1.[CH3:42][CH2:43][O-:44].[CH3:45][CH2:46][OH:47].[ClH:38].[NH2:39][OH:40].[Na+:41]>>[C:1]([NH2:2])([c:3]1[cH:4][cH:5][c:6]([O:7][CH2:8][CH2:9][CH2:10][CH2:11][CH2:12][O:13][c:14]2[cH:15][cH:16][c:17]([C:27](=[O:28])[N:29]([CH:30]([CH3:31])[CH3:32])[CH:33]([CH3:34])[CH3:35])[c:18]([O:19][CH2:20][C:21](=[O:22])[O:23][CH2:24][CH3:25])[cH:26]2)[cH:36][cH:37]1)=[N:39][OH:40].